Dataset: the Open Reaction Database (ORD), a public repository of structured organic reaction records. Task: describe an organic reaction: reactants, conditions, products, and yield The reactants are COc1cc2ncnc(Sc3cccc(N)c3)c2cc1OC, CN(C)c1ccncc1, CCN(C(C)C)C(C)C, O=C([O-])Nc1ccc(C(F)(F)F)c(F)c1. Yields the product COc1cc2ncnc(Sc3cccc(NC(=O)Nc4ccc(C(F)(F)F)c(F)c4)c3)c2cc1OC. Reaction SMILES: [CH3:16][O:17][c:18]1[cH:19][c:20]2[c:21]([S:30][c:31]3[cH:32][c:33]([NH2:34])[cH:35][cH:36][cH:37]3)[n:22][cH:23][n:24][c:25]2[cH:26][c:27]1[O:28][CH3:29].[CH3:47][N:48]([c:49]1[cH:50][cH:51][n:52][cH:53][cH:54]1)[CH3:55].[CH:38]([N:39]([CH:40]([CH3:41])[CH3:42])[CH2:43][CH3:44])([CH3:45])[CH3:46].[F:1][c:2]1[cH:3][c:4]([NH:12][C:13]([O-:14])=[O:15])[cH:5][cH:6][c:7]1[C:8]([F:9])([F:10])[F:11]>>[F:1][c:2]1[cH:3][c:4]([NH:12][C:13](=[O:15])[NH:34][c:33]2[cH:32][c:31]([S:30][c:21]3[c:20]4[cH:19][c:18]([O:17][CH3:16])[c:27]([O:28][CH3:29])[cH:26][c:25]4[n:24][cH:23][n:22]3)[cH:37][cH:36][cH:35]2)[cH:5][cH:6][c:7]1[C:8]([F:9])([F:10])[F:11]. The reactants are FC(C=1C=C(CC2C(CCC2=C)(C(=O)N)C(C)C)C=C(C1)C(F)(F)F)(F)F (3,5-bis(trifluoromethyl)benzyl 3-methylene-1-isopropylcyclopentane-carboxamide), O=[O+][O-] (ozone), C1(=CC=CC=C1)P(C1=CC=CC=C1)C1=CC=CC=C1 (triphenylphosphine), O=[O+][O-] (ozone). The solvent is ClCCl (dichloromethane). Reaction conditions: time 8 hour. Product: FC(C=1C=C(CC2C(CCC2=O)(C(=O)N)C(C)C)C=C(C1)C(F)(F)F)(F)F (3,5-Bis(trifluoromethyl)benzyl 3-oxo-1-isopropylcyclopentane-carboxamide). Isolated yield 83.0%. Reaction SMILES: [F:1][C:2]([F:27])([F:26])[C:3]1[CH:4]=[C:5]([CH:19]=[C:20]([C:22]([F:25])([F:24])[F:23])[CH:21]=1)[CH2:6][CH:7]1[C:11](=C)[CH2:10][CH2:9][C:8]1([CH:16]([CH3:18])[CH3:17])[C:13]([NH2:15])=[O:14].[O:28]=[O+][O-].C1(P(C2C=CC=CC=2)C2C=CC=CC=2)C=CC=CC=1>ClCCl>[F:24][C:22]([F:23])([F:25])[C:20]1[CH:19]=[C:5]([CH:4]=[C:3]([C:2]([F:26])([F:27])[F:1])[CH:21]=1)[CH2:6][CH:7]1[C:11](=[O:28])[CH2:10][CH2:9][C:8]1([CH:16]([CH3:18])[CH3:17])[C:13]([NH2:15])=[O:14]. Reported procedure: A solution of 3,5-bis(trifluoromethyl)benzyl 3-methylene-1-isopropylcyclopentane-carboxamide (910 mg, 2.31 mmol) in dichloromethane (50 mL) was cooled to −78° C. and a stream of ozone was passed through until the permanent blue color indicated complete consumption of the olefin. The excess ozone was purged with a stream of nitrogen, and triphenylphosphine (729 mg, 2.78 mmol) was added. The cooling bath was removed, and the reaction mixture was allowed to stir at ambient temperature overnight. Th...